Dataset: the Open Reaction Database (ORD), a public repository of structured organic reaction records. Task: describe an organic reaction: reactants, conditions, products, and yield Reactants: BrC=1C=C(C(=O)OC)C=C(C1)I (methyl 3-bromo-5-iodobenzoate), C([O-])(O)=O.[Na+] (sodium bicarbonate), C(=C)(C)B1OC(C(O1)(C)C)(C)C (2-isopropenyl-4,4,5,5-tetramethyl-1,3,2-dioxaborolane), C(C)(C)NC(C)C (diisopropylamine). The reagents and catalysts are C1=CC(=CC(=C1)S(=O)(=O)[O-])P(C2=CC(=CC=C2)S(=O)(=O)[O-])C3=CC(=CC=C3)S(=O)(=O)[O-].[Na+].[Na+].[Na+] (3,3′3″-phosphinidynetris(benzenesulfonic acid)trisodium salt), C(C)(=O)[O-].[Pd+2].C(C)(=O)[O-] (palladium(II) acetate). Run in C(C)#N (acetonitrile), O (water). Conditions: temperature 80 celsius, time 2.5 hour. Product: BrC=1C=C(C(=O)OC)C=C(C1)C(=C)C (Methyl 3-bromo-5-isopropenylbenzoate). The yield is 91.4%. As a reaction SMILES: [Br:1][C:2]1[CH:3]=[C:4]([CH:9]=[C:10](I)[CH:11]=1)[C:5]([O:7][CH3:8])=[O:6].[C:13](B1OC(C)(C)C(C)(C)O1)([CH3:15])=[CH2:14].C(NC(C)C)(C)C.C(=O)(O)[O-].[Na+]>C(#N)C.O.C([O-])(=O)C.[Pd+2].C([O-])(=O)C.C1C=C(S([O-])(=O)=O)C=C(P(C2C=CC=C(S([O-])(=O)=O)C=2)C2C=CC=C(S([O-])(=O)=O)C=2)C=1.[Na+].[Na+].[Na+]>[Br:1][C:2]1[CH:3]=[C:4]([CH:9]=[C:10]([C:13]([CH3:15])=[CH2:14])[CH:11]=1)[C:5]([O:7][CH3:8])=[O:6] |f:3.4,7.8.9,10.11.12.13|. Reported procedure: To a solution of methyl 3-bromo-5-iodobenzoate (2.50 g, 7.33 mmol) in acetonitrile (22.0 mL) and water (7.33 mL) was 2-isopropenyl-4,4,5,5-tetramethyl-1,3,2-dioxaborolane (1.378 mL, 7.33 mmol), palladium(II) acetate (41.0 mg, 0.183 mmol), 3,3′3″-phosphinidynetris(benzenesulfonic acid)trisodium salt (313 mg, 0.550 mmol) and diisopropylamine (2.61 mL, 18.33 mmol) and the mixture was heated to 80° C. After 2.5 h, the reaction was allowed to cool to ambient temperature and saturated aqueous sodium b...